From a dataset of the Open Reaction Database (ORD), a public repository of structured organic reaction records. describe an organic reaction: reactants, conditions, products, and yield Starting materials: CON(C(CC1CCN(CC1)CC=1C(=NC=CC1)OC)=O)C (N1-Methoxy,N1-methyl-2-[1-[(2-methoxy-3-pyridyl)methyl]-4-piperidyl]acetamide), O (Water), C(C)(C)(C)[Li] (tert-butyllithium), methyllithium diethyl ether, BrC1=C(NC(C(F)(F)F)=O)C=CC=C1 (2-bromo-N-(trifluoroacetyl)aniline). Solvent: O1CCCC1 (tetrahydrofuran), C(C)OCC (diethyl ether), O1CCCC1 (tetrahydrofuran), C(C)OCC (diethyl ether). Reaction conditions: temperature -78 celsius, time 10 minute. Yields the product COC1=NC=CC=C1CN1CCC(CC1)CC(C1=C(C=CC=C1)NC(C(F)(F)F)=O)=O (1-[(2-Methoxy-3-pyridyl)methyl]-4-[2-oxo-2-(2-trifluoroacetylaminophenyl)ethyl]piperidine). As a reaction SMILES: Br[C:2]1[CH:14]=[CH:13][CH:12]=[CH:11][C:3]=1[NH:4][C:5](=[O:10])[C:6]([F:9])([F:8])[F:7].C([Li])(C)(C)C.CON(C)[C:23](=[O:40])[CH2:24][CH:25]1[CH2:30][CH2:29][N:28]([CH2:31][C:32]2[C:33]([O:38][CH3:39])=[N:34][CH:35]=[CH:36][CH:37]=2)[CH2:27][CH2:26]1.O>O1CCCC1.C(OCC)C>[CH3:39][O:38][C:33]1[C:32]([CH2:31][N:28]2[CH2:27][CH2:26][CH:25]([CH2:24][C:23](=[O:40])[C:2]3[CH:14]=[CH:13][CH:12]=[CH:11][C:3]=3[NH:4][C:5](=[O:10])[C:6]([F:9])([F:8])[F:7])[CH2:30][CH2:29]2)=[CH:37][CH:36]=[CH:35][N:34]=1. Procedure: 482 mg of 2-bromo-N-(trifluoroacetyl)aniline was dissolved in a mixed solvent of 1.8 ml of tetrahydrofuran and 1.8 ml of diethyl ether, and a 1.14M methyllithium diethyl ether solution was added dropwise thereinto at 0° C. After stirring for 10 minutes, the mixture was slowly charged by a cannular to a solution of 2.4 ml of 1.51 M tert-butyllithium and 4 ml of a diethyl ether solution cooled at −78° C. The mixture was stirred for 1 hour. Then, a mixed solution of 500 mg of N1-methoxy,N1-ethyl-2-... The reactants are C(C)(C)(C)OC(=O)N1CCC(CC1)C1=NC=C(C=C1)C1=CC(=NC=C1)C (2″-Methyl-3,4,5,6-tetrahydro-2H-[4,2′;5′,4″]terpyridine-1-carboxylic acid tert-butyl ester), O (water), [OH-].[Na+] (NaOH), C(=O)(C(F)(F)F)O (TFA). Solvent: C(Cl)Cl (DCM). Reaction conditions: time 2 hour. The product is CC1=NC=CC(=C1)C=1C=CC(=NC1)C1CCNCC1 (2″-Methyl-1,2,3,4,5,6-hexahydro-[4,2′;5′,4″]terpyridine). Yield: 80.1%. As a reaction SMILES: C(OC([N:8]1[CH2:13][CH2:12][CH:11]([C:14]2[CH:19]=[CH:18][C:17]([C:20]3[CH:25]=[CH:24][N:23]=[C:22]([CH3:26])[CH:21]=3)=[CH:16][N:15]=2)[CH2:10][CH2:9]1)=O)(C)(C)C.C(O)(C(F)(F)F)=O.O.[OH-].[Na+]>C(Cl)Cl>[CH3:26][C:22]1[CH:21]=[C:20]([C:17]2[CH:18]=[CH:19][C:14]([CH:11]3[CH2:12][CH2:13][NH:8][CH2:9][CH2:10]3)=[N:15][CH:16]=2)[CH:25]=[CH:24][N:23]=1 |f:3.4|. Procedure details: 2″-Methyl-3,4,5,6-tetrahydro-2H-[4,2′;5′,4″]terpyridine-1-carboxylic acid tert-butyl ester (0.54 g, 1.528 mmol) was dissolved in DCM (12 mL), TFA (4mL) was added the reaction mixture was stirred at RT for 2 hours. The reaction mixture was added water and 1N NaOH until pH=12. The organic phase was washed dried with Na2CO3 filtered and evaporation gave 310 mg (80%) yellow crystals. Starting materials: FC(C1=NN(C=N1)C=1C(=CC(=C(C1)S(=O)(=O)Cl)C)C)F (5-[3-(difluoromethyl)-1H-1,2,4-triazol-1-yl]-2,4-dimethylbenzenesulphonyl chloride), Cl (hydrochloric acid). The reagents and catalysts are [Fe] (iron). The solvent is C(C)(=O)O (acetic acid). Run at temperature 120 celsius. Yields the product S(SC=1C=C(C(=CC1C)C)N1N=C(N=C1)C(F)F)C=1C=C(C(=CC1C)C)N1N=C(N=C1)C(F)F (1,1′-[Disulphanediylbis(4,6-dimethylbenzene-3,1-diyl)]bis[3-(difluoromethyl)-1H-1,2,4-triazole]). As a reaction SMILES: [F:1][CH:2]([F:20])[C:3]1[N:7]=[CH:6][N:5]([C:8]2[C:9]([CH3:19])=[CH:10][C:11]([CH3:18])=[C:12]([S:14](Cl)(=O)=O)[CH:13]=2)[N:4]=1.Cl>C(O)(=O)C.[Fe]>[S:14]([C:12]1[CH:13]=[C:8]([N:5]2[CH:6]=[N:7][C:3]([CH:2]([F:20])[F:1])=[N:4]2)[C:9]([CH3:19])=[CH:10][C:11]=1[CH3:18])[S:14][C:12]1[CH:13]=[C:8]([N:5]2[CH:6]=[N:7][C:3]([CH:2]([F:20])[F:1])=[N:4]2)[C:9]([CH3:19])=[CH:10][C:11]=1[CH3:18]. Reported procedure: A quantity of 5.4 g of 5-[3-(difluoromethyl)-1H-1,2,4-triazol-1-yl]-2,4-dimethylbenzenesulphonyl chloride is dissolved in 25 ml of glacial acetic acid, and 4.6 ml of hydrochloric acid (32% strength) are added. The mixture is heated at 120° C. (reflux). Then 2.53 g of iron powder in portions are added. Following complete reaction, the major part of glacial acetic acid is distilled off, and water and dichloromethane are added. Following phase separation and concentration of the organic phase on a ... RXN SMILES: [NH2:1][C@H:2]([C:7](O)=O)[CH2:3][C:4](O)=[O:5].[NH2:10][C@@H:11]([C:16](O)=O)[CH2:12]C(O)=O.C(N[C@H](C)C(OC)=O)[C:20]1[CH:25]=[CH:24][CH:23]=[CH:22][CH:21]=1.C(OC(=O)CNCC1C=CC=CC=1)C>>[CH3:12][C@@H:11]1[CH2:16][N:1]2[C@@H:2]([CH2:3][CH2:4][O:5][C:20]3[CH:25]=[CH:24][CH:23]=[CH:22][C:21]=32)[CH2:7][NH:10]1. Reactants: N[C@@H](CC(=O)O)C(=O)O (L-aspartic acid), C(C)OC(CNCC1=CC=CC=C1)=O (N-benzylglycine ethyl ester), N[C@H](CC(=O)O)C(=O)O (D-aspartic acid), C(C1=CC=CC=C1)N[C@@H](C(=O)OC)C ((R)-methyl 2-(benzylamino)propanoate). Product: C[C@H]1NC[C@@H]2CCOC3=C(N2C1)C=CC=C3 ((2R,4aS)-2-methyl-2,3,4,4a,5,6-hexahydro-1H-pyrazino[2,1-d][1,5]benzoxazepine). Reported procedure: The title compound was prepared according to the procedure outlined in Example 255 substituting L-aspartic acid for D-aspartic acid and (R)-methyl 2-(benzylamino)propanoate for N-benzylglycine ethyl ester. Purification via flash chromatography (0-30% methanol/dichloromethane) afforded the title compound. 1H NMR (300 MHz, DMSO-d6) δ ppm 6.84-7.01 (m, 3H), 6.73-6.85 (m, 1H), 4.35-4.51 (m, 1H), 3.99-4.14 (m, 1H), 2.80-3.28 (m, 6H), 1.95-2.14 (m, 1H), 1.66-1.85 (m, 1H), 1.20 (d, J=6.44 Hz, 3H); MS (...